From a dataset of the Open Reaction Database (ORD), a public repository of structured organic reaction records. describe an organic reaction: reactants, conditions, products, and yield Reactants: NC1=C(OCCCCCC(=O)O)C=C(C=C1)C=CC=1C(OC(C1C#N)=C(C#N)C#N)(C)C (6-{2-amino-5-[2-(4-cyano-5-dicyanomethylene-2,2-dimethyl-2,5-dihydro-furan-3-yl)-vinyl]-phenoxy}-hexanoic acid), F[B-](F)(F)F.[H+] (fluoroboric acid), N(=O)[O-].[Na+] (sodium nitrite). The solvent is O (water). Conditions: time 2 hour. Product: F[B-](F)(F)F.C(=O)(O)CCCCCOC1=C(C=CC(=C1)C=CC=1C(OC(C1C#N)=C(C#N)C#N)(C)C)[N+]#N (2-(5-carboxy-pentyloxy)-4-[2-(4-cyano-5-dicyanomethylene-2,2-dimethyl-2,5-dihydro-furan-3-yl)-vinyl]-benzenediazonium tetrafluoroborate). RXN SMILES: [NH2:1][C:2]1[CH:16]=[CH:15][C:14]([CH:17]=[CH:18][C:19]2[C:20]([CH3:32])([CH3:31])[O:21][C:22](=[C:26]([C:29]#[N:30])[C:27]#[N:28])[C:23]=2[C:24]#[N:25])=[CH:13][C:3]=1[O:4][CH2:5][CH2:6][CH2:7][CH2:8][CH2:9][C:10]([OH:12])=[O:11].[N:33]([O-])=O.[Na+].[F:37][B-:38]([F:41])([F:40])[F:39].[H+]>O>[F:37][B-:38]([F:41])([F:40])[F:39].[C:10]([CH2:9][CH2:8][CH2:7][CH2:6][CH2:5][O:4][C:3]1[CH:13]=[C:14]([CH:17]=[CH:18][C:19]2[C:20]([CH3:32])([CH3:31])[O:21][C:22](=[C:26]([C:29]#[N:30])[C:27]#[N:28])[C:23]=2[C:24]#[N:25])[CH:15]=[CH:16][C:2]=1[N+:1]#[N:33])([OH:12])=[O:11] |f:1.2,3.4,6.7|. Procedure details: To a suspension of 6-{2-amino-5-[2-(4-cyano-5-dicyanomethylene-2,2-dimethyl-2,5-dihydro-furan-3-yl)-vinyl]-phenoxy}-hexanoic acid (0.30 g, 0.69 mmol) at 5° C. in 3.2 mls of fluoroboric acid (60%) was added a solution of sodium nitrite (0.29 g, 4.27 mmol) in 2 mls of water. The cooling bath was removed and the mixture was allowed to stir at room temperature for 2 hours. The resulting yellow solid, 2-(5-carboxy-pentyl oxy)-4-[2-(4-cyano-5-dicyanomethylene-2,2-dimethyl-2,5-dihydro-furan-3-yl)-vinyl... Reactants: O=C([O-])[O-], CC(C)=O, CN1CCNCC1, CCC(=O)CCCl, [K+], [K+]. Product: CCC(=O)CCN1CCN(C)CC1. RXN SMILES: [C:15](=[O:16])([O-:17])[O-:18].[CH3:21][C:22](=[O:23])[CH3:24].[CH3:8][N:9]1[CH2:10][CH2:11][NH:12][CH2:13][CH2:14]1.[Cl:1][CH2:2][CH2:3][C:4]([CH2:5][CH3:6])=[O:7].[K+:19].[K+:20]>>[CH2:2]([CH2:3][C:4]([CH2:5][CH3:6])=[O:7])[N:12]1[CH2:11][CH2:10][N:9]([CH3:8])[CH2:14][CH2:13]1. Starting materials: C(=O)(O)[O-].[Na+] (NaHCO3), tert-butyl ester, C(C)(C)(C)N1CCN(CC1)C=1C=CC(=NC1)N1CCN(C2=CC=CC=C12)C(=O)O (4-[5-(4-tert-butyl-piperazin-1-yl)pyridin-2-yl]-3,4-dihydro-2H-quinoxaline-1-carboxylic acid), solution, Cl (hydrochloric acid). The solvent is ClCCl (dichloromethane), ClCCl (dichloromethane), O1CCOCC1 (dioxane). Reaction conditions: time 2 hour. Yields the product C(C)(C)(C)N1CCN(CC1)C=1C=CC(=NC1)N1CCNC2=CC=CC=C12 (1-[5-(4-tert-butyl-piperazin-1-yl)pyridin-2-yl]-1,2,3,4-tetrahydroquinoxaline). As a reaction SMILES: [C:1]([N:5]1[CH2:10][CH2:9][N:8]([C:11]2[CH:12]=[CH:13][C:14]([N:17]3[C:26]4[C:21](=[CH:22][CH:23]=[CH:24][CH:25]=4)[N:20](C(O)=O)[CH2:19][CH2:18]3)=[N:15][CH:16]=2)[CH2:7][CH2:6]1)([CH3:4])([CH3:3])[CH3:2].Cl.C([O-])(O)=O.[Na+]>O1CCOCC1.ClCCl>[C:1]([N:5]1[CH2:10][CH2:9][N:8]([C:11]2[CH:12]=[CH:13][C:14]([N:17]3[C:26]4[C:21](=[CH:22][CH:23]=[CH:24][CH:25]=4)[NH:20][CH2:19][CH2:18]3)=[N:15][CH:16]=2)[CH2:7][CH2:6]1)([CH3:4])([CH3:2])[CH3:3] |f:2.3|. Procedure: 41 g of tert-butyl ester of 4-[5-(4-tert-butyl-piperazin-1-yl)pyridin-2-yl]-3,4-dihydro-2H-quinoxaline-1-carboxylic acid is put in a 1-liter three-necked flask under nitrogen atmosphere. 132 ml of dichloromethane is added, the reaction mixture is cooled on an ice bath and 257 ml of 4M solution of hydrochloric acid in dioxane is added dropwise. The temperature is allowed to return slowly to room temperature and then it is stirred for 2 h. The reaction mixture is diluted with dichloromethane, then... The reactants are COC1=CC=C(C(=O)C=2C(=C(CBr)C=CC2)Cl)C=C1 (3-(4-methoxybenzoyl)-2-chlorobenzyl bromide), [C-]#N.[K+] (KCN), O (water). Run in CS(=O)C (DMSO). The product is COC1=CC=C(C(=O)C=2C(=C(C=CC2)CC#N)Cl)C=C1 (2-[3-(4-methoxy-benzoyl)-2-chlorophenyl]acetonitrile). The yield is 97.6%. Reaction SMILES: [CH3:1][O:2][C:3]1[CH:19]=[CH:18][C:6]([C:7]([C:9]2[C:10]([Cl:17])=[C:11]([CH:14]=[CH:15][CH:16]=2)[CH2:12]Br)=[O:8])=[CH:5][CH:4]=1.[C-:20]#[N:21].[K+].O>CS(C)=O>[CH3:1][O:2][C:3]1[CH:19]=[CH:18][C:6]([C:7]([C:9]2[C:10]([Cl:17])=[C:11]([CH2:12][C:20]#[N:21])[CH:14]=[CH:15][CH:16]=2)=[O:8])=[CH:5][CH:4]=1 |f:1.2|. Procedure: 3-(4-Methoxybenzoyl)-2-chlorotoluene (4.55 g, 17.45 mmol) [prepared by the method described in Example 1(a)]was dissolved in benzene (150 ml), and the solution was purged with nitrogen. N-Bromosuccinimide (3.10 g, 1 eq.) and benzoyl peroxide (0.42 g, 0.1 eq.) were added and the reaction mixture was heated at reflux overnight. Since there was an appreciable amount of unreacted starting material still present in the reaction mixture, additional amounts of N-bromosuccinimide (1.55 g, 0.5 eq.) and b...